From a dataset of the Open Reaction Database (ORD), a public repository of structured organic reaction records. describe an organic reaction: reactants, conditions, products, and yield Reactants: COC(C1=C(C=C(C=C1)O)F)=O (2-fluoro-4-hydroxy-benzoic acid methyl ester), Cl.ClCC=1N=C(SC1)C (4-chloromethyl-2-methylthiazole hydrochloride), C[C@H]1N(CCC1)C[C@H]1NCCC1 (2-(R)-methyl-1-(2-(S)-pyrrolidinylmethyl)pyrrolidine). The product is FC1=C(C=CC(=C1)OCC=1N=C(SC1)C)C(=O)N1[C@@H](CCC1)CN1[C@@H](CCC1)C ([2-Fluoro-4-(2-methyl-thiazol-4-ylmethoxy)-phenyl]-[2-(S)-(2-(R)-methyl-pyrrolidin-1-ylmethyl)-pyrrolidin-1-yl]-methanone). Reaction SMILES: CO[C:3](=[O:12])[C:4]1[CH:9]=[CH:8][C:7]([OH:10])=[CH:6][C:5]=1[F:11].Cl.Cl[CH2:15][C:16]1[N:17]=[C:18]([CH3:21])[S:19][CH:20]=1.[CH3:22][C@@H:23]1[CH2:27][CH2:26][CH2:25][N:24]1[CH2:28][C@@H:29]1[CH2:33][CH2:32][CH2:31][NH:30]1>>[F:11][C:5]1[CH:6]=[C:7]([O:10][CH2:15][C:16]2[N:17]=[C:18]([CH3:21])[S:19][CH:20]=2)[CH:8]=[CH:9][C:4]=1[C:3]([N:30]1[CH2:31][CH2:32][CH2:33][C@H:29]1[CH2:28][N:24]1[CH2:25][CH2:26][CH2:27][C@H:23]1[CH3:22])=[O:12] |f:1.2|. Procedure: The title compound is prepared in a manner substantially analogous to Procedures D and E using 2-fluoro-4-hydroxy-benzoic acid methyl ester [CAS 197507-22-5], 4-chloromethyl-2-methylthiazole hydrochloride [CAS 39238-07-8], and 2-(R)-methyl-1-(2-(S)-pyrrolidinylmethyl)pyrrolidine. MS (ES+) m/e 418.2 Yield: 61.0%. Procedure: Prepared analogously to Example 4 from 11-(chlorocarbonyl)-6,11-dihydro-5H-pyrido[2,3-b][1,5]benzodiazepin-5-one and 3-[2-[(cyclopentyl)methylamino]ethyl]piperidine in a yield of 61% of theory. Colourless crystals, m.p. 148°-150° C. (acetonitrile). Product: C1(CCCC1)CNCCC1CN(CCC1)C(=O)N1C2=C(C(NC3=C1C=CC=C3)=O)C=CC=N2 (11-[[3-[2-[(Cyclopentyl)methylamino]ethyl]-1-piperidinyl]carbonyl]-6,11-dihydro-5H-pyrido[2,3-b][1,5]benzodiazepin-5-one). The solvent is C(C)#N (acetonitrile). RXN SMILES: Cl[C:2]([N:4]1[C:10]2[CH:11]=[CH:12][CH:13]=[CH:14][C:9]=2[NH:8][C:7](=[O:15])[C:6]2[CH:16]=[CH:17][CH:18]=[N:19][C:5]1=2)=[O:3].[CH:20]1([CH2:25][NH:26][CH2:27][CH2:28][CH:29]2[CH2:34][CH2:33][CH2:32][NH:31][CH2:30]2)[CH2:24][CH2:23][CH2:22][CH2:21]1>C(#N)C>[CH:20]1([CH2:25][NH:26][CH2:27][CH2:28][CH:29]2[CH2:34][CH2:33][CH2:32][N:31]([C:2]([N:4]3[C:10]4[CH:11]=[CH:12][CH:13]=[CH:14][C:9]=4[NH:8][C:7](=[O:15])[C:6]4[CH:16]=[CH:17][CH:18]=[N:19][C:5]3=4)=[O:3])[CH2:30]2)[CH2:21][CH2:22][CH2:23][CH2:24]1. The reactants are ClC(=O)N1C2=C(C(NC3=C1C=CC=C3)=O)C=CC=N2 (11-(chlorocarbonyl)-6,11-dihydro-5H-pyrido[2,3-b][1,5]benzodiazepin-5-one), C1(CCCC1)CNCCC1CNCCC1 (3-[2-[(cyclopentyl)methylamino]ethyl]piperidine).